This data is from the Open Reaction Database (ORD), a public repository of structured organic reaction records. The task is: describe an organic reaction: reactants, conditions, products, and yield The solvent is CN(C=O)C (dimethylformamide). Conditions: temperature 60 celsius, time 2.5 hour. Procedure details: A mixture of 0.8 g of 2(R)-[2-amino-1(R)-(tert-butoxycarbonyl)ethyl]-2′-(methanesulphonyl)-4-methyl-2′-phenylvalerohydrazide prepared as described in Example 33, part (i), 0.325 ml of N,N-diisopropylethylamine and 0.21 ml of phenyl isocyanate in 10 ml of dimethylformamide was stirred at 60° C. under nitrogen for 2.5 hours. The solvent was evaporated and the residue was partitioned between ethyl acetate and 1M hydrochloric acid. The ethyl acetate solution was separated and washed with sodium hydr... Reaction SMILES: [NH2:1][CH2:2][C@@H:3]([C@@H:11]([CH2:26][CH:27]([CH3:29])[CH3:28])[C:12]([NH:14][N:15]([S:22]([CH3:25])(=[O:24])=[O:23])[C:16]1[CH:21]=[CH:20][CH:19]=[CH:18][CH:17]=1)=[O:13])[C:4]([O:6][C:7]([CH3:10])([CH3:9])[CH3:8])=[O:5].C(N(CC)C(C)C)(C)C.[C:39]1([N:45]=[C:46]=[O:47])[CH:44]=[CH:43][CH:42]=[CH:41][CH:40]=1>CN(C)C=O>[C:7]([O:6][C:4]([C@H:3]([C@@H:11]([CH2:26][CH:27]([CH3:29])[CH3:28])[C:12]([NH:14][N:15]([S:22]([CH3:25])(=[O:24])=[O:23])[C:16]1[CH:21]=[CH:20][CH:19]=[CH:18][CH:17]=1)=[O:13])[CH2:2][NH:1][C:46]([NH:45][C:39]1[CH:44]=[CH:43][CH:42]=[CH:41][CH:40]=1)=[O:47])=[O:5])([CH3:9])([CH3:10])[CH3:8]. Yields the product C(C)(C)(C)OC(=O)[C@@H](CNC(=O)NC1=CC=CC=C1)[C@H](C(=O)NN(C1=CC=CC=C1)S(=O)(=O)C)CC(C)C (2(R)-[1(R)-(tert-butoxycarbonyl)-2-(3-phenylureido)ethyl]-2′-(methanesulphonyl)-4-methyl-2′-phenylvalerohydrazide). Reactants: NC[C@H](C(=O)OC(C)(C)C)[C@H](C(=O)NN(C1=CC=CC=C1)S(=O)(=O)C)CC(C)C (2(R)-[2-amino-1(R)-(tert-butoxycarbonyl)ethyl]-2′-(methanesulphonyl)-4-methyl-2′-phenylvalerohydrazide), C1(=CC=CC=C1)N=C=O (phenyl isocyanate), ( i ), C(C)(C)N(C(C)C)CC (N,N-diisopropylethylamine). Reactants: OC=1C=C(C=C(C1)N1CCCC1)C=1N=C2C(=NC1)N(C=C2C(C(C)(C)C)=O)COCC[Si](C)(C)C (1-[2-(3-hydroxy-5-pyrrolidin-1-yl-phenyl)-5-(2-trimethylsilanyl-ethoxymethyl)-5H-pyrrolo[2,3-b]pyrazin-7-yl]-2,2-dimethyl-propan-1-one), CSCCO (2-methylsulfanyl-ethanol), CSCCO (2-methylsulfanyl-ethanol), C1(=CC=CC=C1)P(C1=CC=CC=C1)C1=CC=CC=C1 (triphenylphosphine), C1(=CC=CC=C1)P(C1=CC=CC=C1)C1=CC=CC=C1 (triphenylphosphine), CSCCO (2-methylsulfanyl-ethanol), N(=NC(=O)OC(C)C)C(=O)OC(C)C (Diisopropyl azodicarboxylate), N(=NC(=O)OC(C)C)C(=O)OC(C)C (Diisopropyl azodicarboxylate). The solvent is C1CCOC1 (THF). Conditions: time 2 hour. The product is CC(C(=O)C1=CN(C2=NC=C(N=C21)C2=CC(=CC(=C2)N2CCCC2)OCCSC)COCC[Si](C)(C)C)(C)C (2,2-dimethyl-1-[2-[3-(2-methylsulfanyl-ethoxy)-5-pyrrolidin-1-yl-phenyl]-5-(2-trimethylsilanyl-ethoxymethyl)-5H-pyrrolo[2,3-b]pyrazin-7-yl]-propan-1-one). RXN SMILES: [OH:1][C:2]1[CH:3]=[C:4]([C:13]2[N:14]=[C:15]3[C:21]([C:22](=[O:27])[C:23]([CH3:26])([CH3:25])[CH3:24])=[CH:20][N:19]([CH2:28][O:29][CH2:30][CH2:31][Si:32]([CH3:35])([CH3:34])[CH3:33])[C:16]3=[N:17][CH:18]=2)[CH:5]=[C:6]([N:8]2[CH2:12][CH2:11][CH2:10][CH2:9]2)[CH:7]=1.[CH3:36][S:37][CH2:38][CH2:39]O.C1(P(C2C=CC=CC=2)C2C=CC=CC=2)C=CC=CC=1.N(C(OC(C)C)=O)=NC(OC(C)C)=O>C1COCC1>[CH3:25][C:23]([CH3:26])([CH3:24])[C:22]([C:21]1[C:15]2[C:16](=[N:17][CH:18]=[C:13]([C:4]3[CH:5]=[C:6]([N:8]4[CH2:12][CH2:11][CH2:10][CH2:9]4)[CH:7]=[C:2]([O:1][CH2:39][CH2:38][S:37][CH3:36])[CH:3]=3)[N:14]=2)[N:19]([CH2:28][O:29][CH2:30][CH2:31][Si:32]([CH3:35])([CH3:34])[CH3:33])[CH:20]=1)=[O:27]. Procedure details: A flask was charged with 1-[2-(3-hydroxy-5-pyrrolidin-1-yl-phenyl)-5-(2-trimethylsilanyl-ethoxymethyl)-5H-pyrrolo[2,3-b]pyrazin-7-yl]-2,2-dimethyl-propan-1-one (140 mg, 0.28 mmol), 2-methylsulfanyl-ethanol (reagent A, 0.03 ml, 0.34 mmol), triphenylphosphine (reagent B, 89 mg, 0.34 mmol). THF (1.5 ml) was added and the mixture cooled (ice bath) under nitrogen atmosphere. Diisopropyl azodicarboxylate (reagent C, 0.07 ml, 0.34 mmol) was added via syringe and the material was warmed to ambient. Afte...